Dataset: the Open Reaction Database (ORD), a public repository of structured organic reaction records. Task: describe an organic reaction: reactants, conditions, products, and yield The reactants are CCC1OC(OC)C=CC1=O, CO, OO. Product: CCC1OC(OC)C2OC2C1=O. RXN SMILES: [CH2:1]([CH3:2])[CH:3]1[O:4][CH:5]([O:10][CH3:11])[CH:6]=[CH:7][C:8]1=[O:9].[CH3:14][OH:15].[OH:12][OH:13]>>[CH2:1]([CH3:2])[CH:3]1[O:4][CH:5]([O:10][CH3:11])[CH:6]2[CH:7]([C:8]1=[O:9])[O:12]2. Reactants: solution, C(=O)(Cl)Cl (phosgene), C1(=CC=CC=C1)C (toluene), N(N)C(=S)SC1=CC(=C(C(=C1)C(C)(C)C)O)C(C)(C)C (3,5-bis(1,1-dimethylethyl)-4-hydroxyphenyl hydrazinecarbodithioate), C(C)(C)N(C(C)C)CC (N,N-diisopropylethylamine), Cl (hydrochloric acid). Solvent: O1CCCC1 (tetrahydrofuran), O (water), C(C)(=O)OCC (ethyl acetate). Reaction conditions: time 10 minute. Product: CC(C)(C)C=1C=C(C=C(C1O)C(C)(C)C)SC1=NNC(S1)=O (5-[[3,5-bis(1,1-dimethylethyl) -4-hydroxyphenyl]thio]-1,3,4-thiadiazol-2(3H)-one). Isolated yield 43.0%. RXN SMILES: [C:1](Cl)(Cl)=[O:2].C1(C)C=CC=CC=1.[NH:12]([C:14]([S:16][C:17]1[CH:22]=[C:21]([C:23]([CH3:26])([CH3:25])[CH3:24])[C:20]([OH:27])=[C:19]([C:28]([CH3:31])([CH3:30])[CH3:29])[CH:18]=1)=[S:15])[NH2:13].C(N(CC)C(C)C)(C)C.Cl>O1CCCC1.O.C(OCC)(=O)C>[CH3:31][C:28]([C:19]1[CH:18]=[C:17]([S:16][C:14]2[S:15][C:1](=[O:2])[NH:13][N:12]=2)[CH:22]=[C:21]([C:23]([CH3:24])([CH3:25])[CH3:26])[C:20]=1[OH:27])([CH3:29])[CH3:30]. Procedure details: A 12.5% solution of phosgene in toluene (8.6 mL, 9.6 mmol) is added dropwise to a -78° C. solution of 3,5-bis(1,1-dimethylethyl)-4-hydroxyphenyl hydrazinecarbodithioate (1.5 g, 4.8 mmol) and N,N-diisopropylethylamine (3.3 mL, 19.2 mmol) in tetrahydrofuran (150 mL). The reaction mixture is stirred for 10 minutes then poured into a separatory funnel containing ethyl acetate and water. The pH of the aqueous phase is adjusted to 3 with 1N hydrochloric acid. The organic phase is washed twice with wat... The reactants are C1(=CC=CC=C1)C (Toluene), crude material, Cl (HCl), CCO (EtOH), IC1=CC=CC2=CC=CC=C12 (1-iodonaphthalene), C(C)(C)(C)OC(=O)N1C[C@H](CC1)[C@@H](O)C1CC1 ((S)-3-((S)-Cyclopropylhydroxymethyl)pyrrolidine-1-carboxylic acid t-butyl ester), C1=CC2=C(C3=C(C=CC=N3)C=C2)N=C1 (o-phenanthroline), C([O-])([O-])=O.[Cs+].[Cs+] (cesium carbonate). Reagents/catalysts: [Cu]I (copper(I) iodide). Reaction conditions: temperature 105 celsius, time 8 hour. The product is C1(CC1)[C@@H]([C@@H]1CNCC1)OC1=CC=CC2=CC=CC=C12 ((S)-3-[(S)-Cyclopropyl(naphthalen-1-yloxy)methyl]pyrrolidine), mono-TFA. Yield: 99.0%. As a reaction SMILES: C(OC([N:8]1[CH2:12][CH2:11][C@H:10]([C@H:13]([CH:15]2[CH2:17][CH2:16]2)[OH:14])[CH2:9]1)=O)(C)(C)C.C1C=NC2C3N=CC=CC=3C=CC=2C=1.I[C:33]1[C:42]2[C:37](=[CH:38][CH:39]=[CH:40][CH:41]=2)[CH:36]=[CH:35][CH:34]=1.C1(C)C=CC=CC=1.C(=O)([O-])[O-].[Cs+].[Cs+].Cl.CCO>[Cu]I>[CH:15]1([C@H:13]([O:14][C:41]2[C:42]3[C:37](=[CH:36][CH:35]=[CH:34][CH:33]=3)[CH:38]=[CH:39][CH:40]=2)[C@H:10]2[CH2:11][CH2:12][NH:8][CH2:9]2)[CH2:16][CH2:17]1 |f:4.5.6|. Reported procedure: (S)-3-((S)-Cyclopropylhydroxymethyl)pyrrolidine-1-carboxylic acid t-butyl ester (35 mg, 140 μmol), copper(I) iodide (8.3 mg, 43.5 μmol), o-phenanthroline (15.7 mg, 87 μmol), and 1-iodonaphthalene (73.7 mg, 290 μmol) were combined. Toluene (463 μL, 4.4 mmol) was added, followed by the addition of cesium carbonate (94.5 mg, 290 μmol). Air was bubbled through the mixture, the vessel was scaled, and the mixture was heated at 105° C. for 72 hours. The mixture was filtered, rinsed with DCM, and concen...